From a dataset of the Open Reaction Database (ORD), a public repository of structured organic reaction records. describe an organic reaction: reactants, conditions, products, and yield The reactants are C(=O)(OC)C1=CC=C(C=O)C=C1 (4-carbomethoxybenzaldehyde), [N+](=O)([O-])CCC (1-nitropropane). Yields the product C(=O)(OC)C1=CC=C(C=C1)C=C(CC)[N+](=O)[O-] (1-(4-Carbomethoxyphenyl)-2-nitrobut-1-ene). RXN SMILES: [C:1]([C:5]1[CH:12]=[CH:11][C:8]([CH:9]=O)=[CH:7][CH:6]=1)([O:3][CH3:4])=[O:2].[N+:13]([CH2:16][CH2:17][CH3:18])([O-:15])=[O:14]>>[C:1]([C:5]1[CH:12]=[CH:11][C:8]([CH:9]=[C:16]([N+:13]([O-:15])=[O:14])[CH2:17][CH3:18])=[CH:7][CH:6]=1)([O:3][CH3:4])=[O:2]. Reported procedure: The title compound was prepared in an identical manner to that described in Description 27 using 4-carbomethoxybenzaldehyde and 1-nitropropane. τ (d6DMSO) 8.8 (3H, t, J=7 Hz), 8.08 (3H, s), 7.19 (2H, q, J=7 Hz), 6.12 (3H, s), 2.38 (2H, d, J=8 Hz), 1.97 (2H, d, J=8 Hz), 1.97 (1H, s).